This data is from the Open Reaction Database (ORD), a public repository of structured organic reaction records. The task is: describe an organic reaction: reactants, conditions, products, and yield The reactants are C(C)(C)(C)C1=CN=C(O1)NC=1C=CC(=NC1)C1=CC=C(C=C1)C12COC(CC1)(CC2)CC(=O)OCC2=CC=CC=C2 (Benzyl 2-(4-(4-(5-((5-(tert-butyl)oxazol-2-yl)amino)pyridin-2-yl)phenyl)-2-oxabicyclo[2.2.2]octan-1-yl)acetate). The solvent is CCOC(=O)C.C1CCOC1 (EtOAc THF), [OH-].[OH-].[Pd+2] (Pd(OH)2/C). Yields the product C(C)(C)(C)C1=CN=C(O1)NC=1C=CC(=NC1)C1=CC=C(C=C1)C12COC(CC1)(CC2)CC(=O)O (2-(4-(4-(5-((5-(tert-butyl)oxazol-2-yl)amino)pyridin-2-yl)phenyl)-2-oxabicyclo[2.2.2]octan-1-yl)acetic acid). The yield is 33.5%. RXN SMILES: [C:1]([C:5]1[O:9][C:8]([NH:10][C:11]2[CH:12]=[CH:13][C:14]([C:17]3[CH:22]=[CH:21][C:20]([C:23]45[CH2:30][CH2:29][C:26]([CH2:31][C:32]([O:34]CC6C=CC=CC=6)=[O:33])([CH2:27][CH2:28]4)[O:25][CH2:24]5)=[CH:19][CH:18]=3)=[N:15][CH:16]=2)=[N:7][CH:6]=1)([CH3:4])([CH3:3])[CH3:2]>CCOC(C)=O.C1COCC1.[OH-].[OH-].[Pd+2]>[C:1]([C:5]1[O:9][C:8]([NH:10][C:11]2[CH:12]=[CH:13][C:14]([C:17]3[CH:22]=[CH:21][C:20]([C:23]45[CH2:28][CH2:27][C:26]([CH2:31][C:32]([OH:34])=[O:33])([CH2:29][CH2:30]4)[O:25][CH2:24]5)=[CH:19][CH:18]=3)=[N:15][CH:16]=2)=[N:7][CH:6]=1)([CH3:4])([CH3:2])[CH3:3] |f:1.2,3.4.5|. Procedure: Benzyl 2-(4-(4-(5-((5-(tert-butyl)oxazol-2-yl)amino)pyridin-2-yl)phenyl)-2-oxabicyclo[2.2.2]octan-1-yl)acetate (100 mg, 0.181 mmol) was dissolved in EtOAc/THF and hydrogenated with 10% Pd(OH)2/C under H2 balloon for 3 hr. The reaction mixture was filtered and the filtrate was concentrated. The residue was purified by prep-HPLC to give the title compound (28 mg, 31.5% yield). HR/MS [M+H]+: found 462.2390. calc. 462.2393. RT: 2.83 (Condition L). 1H NMR (400 MHz, DMSO-d6) δ ppm 1.26 (s, 9H), 1.86-2... The reactants are O=C1CCC2(CC1)CC(=O)c1ccccc1C2, NN, O. Yields the product O=C1CCC2(CC1)CCc1ccccc1C2. As a reaction SMILES: [CH2:1]1[c:2]2[cH:3][cH:4][cH:5][cH:6][c:7]2[C:8](=[O:17])[CH2:9][C:10]12[CH2:11][CH2:12][C:13](=[O:16])[CH2:14][CH2:15]2.[NH2:19][NH2:20].[OH2:18]>>[CH2:1]1[c:2]2[cH:3][cH:4][cH:5][cH:6][c:7]2[CH2:8][CH2:9][C:10]12[CH2:11][CH2:12][C:13](=[O:16])[CH2:14][CH2:15]2.